Dataset: the Open Reaction Database (ORD), a public repository of structured organic reaction records. Task: describe an organic reaction: reactants, conditions, products, and yield Starting materials: P(OCC)(OCC)OCC (triethyl phosphite), ClC1(C(=C(C(=C1Cl)Cl)Cl)Cl)Cl (hexachlorocyclopentadiene), 3. Run in petroleum ether, light petroleum ether, O (water). The product is ClC1=C(C(=C(C1(CC)Cl)Cl)Cl)Cl (1,2,3,4,5-pentachloro-5-ethylcyclopentadiene). The yield is 96.4%. As a reaction SMILES: P(O[CH2:9][CH3:10])(OCC)OCC.[Cl:11][C:12]1(Cl)[C:16]([Cl:17])=[C:15]([Cl:18])[C:14]([Cl:19])=[C:13]1[Cl:20]>O>[Cl:11][C:12]1[C:16]([Cl:17])([CH2:9][CH3:10])[C:15]([Cl:18])=[C:14]([Cl:19])[C:13]=1[Cl:20]. Procedure: A solution of triethyl phosphite (182.8 g., 1.1 mole) in 200 ml. of petroleum ether (pentane range) was charged to the equipment of the preceding example, which was immersed into a rock-salt-ice mixture. When the temperature of the solution reached 0°C. hexachlorocyclopentadiene (272.8 g., 1.0 mole), dissolved in 100 ml. of light petroleum ether, was added slowly to the well stirred solution at such a rate that the temperature of the mixture did not exceed +5°C. The addition required 10 hours. T... The reactants are CC(C)([O-])C.[K+] (potassium tert-butoxide), C(C)(C)(C)OC(=O)N1CCC(CC1)N1CCC(CC1)O (4-hydroxy-[1,4′]bipiperidinyl-1′-carboxylic acid tert-butyl ester), C(=O)(O)[O-].[Na+] (NaHCO3), ClC=1C=C(C=CC1Cl)F (3,4 dichlorofluorobenzene). The solvent is C1CCOC1 (THF), C1CCOC1 (THF), C(Cl)Cl (DCM). Run at time 8 hour. Product: C(C)(C)(C)OC(=O)N1CCC(CC1)N1CCC(CC1)OC1=CC(=C(C=C1)Cl)Cl (4-(3,4-dichlorophenoxy)-[1,4′]bipiperidinyl-1′-carboxylic acid tert-butyl ester). As a reaction SMILES: CC(C)([O-])C.[K+].[C:7]([O:11][C:12]([N:14]1[CH2:19][CH2:18][CH:17]([N:20]2[CH2:25][CH2:24][CH:23]([OH:26])[CH2:22][CH2:21]2)[CH2:16][CH2:15]1)=[O:13])([CH3:10])([CH3:9])[CH3:8].[Cl:27][C:28]1[CH:29]=[C:30](F)[CH:31]=[CH:32][C:33]=1[Cl:34].C([O-])(O)=O.[Na+]>C1COCC1.C(Cl)Cl>[C:7]([O:11][C:12]([N:14]1[CH2:19][CH2:18][CH:17]([N:20]2[CH2:21][CH2:22][CH:23]([O:26][C:31]3[CH:30]=[CH:29][C:28]([Cl:27])=[C:33]([Cl:34])[CH:32]=3)[CH2:24][CH2:25]2)[CH2:16][CH2:15]1)=[O:13])([CH3:10])([CH3:8])[CH3:9] |f:0.1,4.5|. Reported procedure: To a solution of potassium tert-butoxide (139.0 g, 1.24 mol) in THF (500 ml) was added a solution of the product of Step 1 (176.2 g, 0.62 mol) in THF (1000 ml). The reaction mixture was stirred 10 minutes before the additon of 3,4 dichlorofluorobenzene (122.8 g, 0.74 mol), this caused a green colouration that subsequently faded. The reaction mixture was then heated at reflux for 90 minutes. The reaction mixture was then cooled to room temperature before the addition of saturated NaHCO3 (1600 ml)...